describe an organic reaction: reactants, conditions, products, and yield From a dataset of the Open Reaction Database (ORD), a public repository of structured organic reaction records. The reactants are CNC(C1=C(C=C(C(=C1)Br)CN)OCC)=O (N1-methyl-4-(aminomethyl)-5-bromo-2-ethoxybenzamide), [N+](=O)([O-])C1=CC=C(C=C1)S(=O)(=O)Cl (4-nitrobenzenesulfonyl chloride), O (Water), C(C)(=O)OCC (ethyl acetate). Solvent: N1=CC=CC=C1 (pyridine). Conditions: time 8 hour. Yields the product CNC(C1=C(C=C(C(=C1)Br)CNS(=O)(=O)C1=CC=C(C=C1)[N+](=O)[O-])OCC)=O (N1-Methyl-5-bromo-2-ethoxy-4-({[(4-nitrophenyl)sulfonyl]amino}methyl)benzamide). The yield is 74.6%. RXN SMILES: [CH3:1][NH:2][C:3](=[O:16])[C:4]1[CH:9]=[C:8]([Br:10])[C:7]([CH2:11][NH2:12])=[CH:6][C:5]=1[O:13][CH2:14][CH3:15].[N+:17]([C:20]1[CH:25]=[CH:24][C:23]([S:26](Cl)(=[O:28])=[O:27])=[CH:22][CH:21]=1)([O-:19])=[O:18].O.C(OCC)(=O)C>N1C=CC=CC=1>[CH3:1][NH:2][C:3](=[O:16])[C:4]1[CH:9]=[C:8]([Br:10])[C:7]([CH2:11][NH:12][S:26]([C:23]2[CH:22]=[CH:21][C:20]([N+:17]([O-:19])=[O:18])=[CH:25][CH:24]=2)(=[O:27])=[O:28])=[CH:6][C:5]=1[O:13][CH2:14][CH3:15]. Procedure details: After dissolving the N1-methyl-4-(aminomethyl)-5-bromo-2-ethoxybenzamide (6.77 g) in pyridine (50 ml), 4-nitrobenzenesulfonyl chloride (5.3 g) was added and the mixture was stirred at room temperature overnight. Water and ethyl acetate were then added for separation. The organic layer was washed with 1 N hydrochloric acid and brine and the precipitated crystals were filtered out (5.57 g). The organic layer of the filtrate was dried over anhydrous magnesium sulfate, filtered and concentrated and ...